Dataset: the Open Reaction Database (ORD), a public repository of structured organic reaction records. Task: describe an organic reaction: reactants, conditions, products, and yield Reactants: BrC1=CC=C(C=C1)CC(C)(C)NC=O (N-[2-(4-bromo-phenyl)-1,1-dimethyl-ethyl]-formamide), Cl (HCl). Solvent: O (water). Product: BrC1=CC=C(C=C1)CC(C)(C)N (2-(4-Bromo-phenyl)-1,1-dimethyl-ethylamine). Reaction SMILES: [Br:1][C:2]1[CH:7]=[CH:6][C:5]([CH2:8][C:9]([NH:12]C=O)([CH3:11])[CH3:10])=[CH:4][CH:3]=1.Cl>O>[Br:1][C:2]1[CH:3]=[CH:4][C:5]([CH2:8][C:9]([NH2:12])([CH3:10])[CH3:11])=[CH:6][CH:7]=1. Procedure: 28.0 g (109 mmol) N-[2-(4-bromo-phenyl)-1,1-dimethyl-ethyl]-formamide (I35) are added to 102 mL water and 101 mL (1218 mmol) conc. HCl and stirred at reflux for 8 h. Then heating is stopped and the mixture is stirred at r.t. over night. The precipitate is filtered, washed with TBME and dried in vacuo.